From a dataset of the Open Reaction Database (ORD), a public repository of structured organic reaction records. describe an organic reaction: reactants, conditions, products, and yield Reactants: FCC=1N=C(SC1)C(=O)OCC (ethyl 4-(fluoromethyl)-1,3-thiazole-2-carboxylate), [BH4-].[Na+] (NaBH4), [NH4+].[Cl-] (NH4Cl). Yield: 86.2%. The solvent is CO (MeOH). As a reaction SMILES: [F:1][CH2:2][C:3]1[N:4]=[C:5]([C:8](OCC)=[O:9])[S:6][CH:7]=1.[BH4-].[Na+].[NH4+].[Cl-]>CO>[F:1][CH2:2][C:3]1[N:4]=[C:5]([CH2:8][OH:9])[S:6][CH:7]=1 |f:1.2,3.4|. Procedure details: To a solution of ethyl 4-(fluoromethyl)-1,3-thiazole-2-carboxylate (170 mg) in MeOH (5 ml) was added NaBH4 (68 mg), and the mixture was stirred at room temperature for 3 h. The mixture was poured into saturated NH4Cl solution, and extracted with EtOAc. The extract was washed with brine, dried over MgSO4, and concentrated in vacuo to give the title compound (114 mg) as a colorless oil. Run at time 3 hour. Product: FCC=1N=C(SC1)CO ((4-(Fluoromethyl)-1,3-thiazol-2-yl)methanol). Reactants: N[C@@H]1CC[C@H](CC1)N (trans-1,4-diaminocyclohexane), ClC1=NC(=C2N=CN(C2=N1)C1CSCC1)NC1=CC=CC=C1 (2-chloro-N-phenyl-9-(tetrahydro-3-thienyl)-9H-purin-6-amine). Run at time 30 minute. The product is Cl.Cl.NC1CCC(CC1)NC1=NC(=C2N=CN(C2=N1)C1CSCC1)NC1=CC=CC=C1 (N2-(4-aminocyclo-hexyl)-N6-phenyl-9-(tetrahydro-3-thienyl)-9H-purin-2,6-diamine dihydrochloride). Isolated yield 127.9%. Reaction SMILES: [NH2:1][C@H:2]1[CH2:7][CH2:6][C@H:5]([NH2:8])[CH2:4][CH2:3]1.[Cl:9][C:10]1[N:18]=[C:17]2[C:13]([N:14]=[CH:15][N:16]2[CH:19]2[CH2:23][CH2:22][S:21][CH2:20]2)=[C:12]([NH:24][C:25]2[CH:30]=[CH:29][CH:28]=[CH:27][CH:26]=2)[N:11]=1>>[ClH:9].[ClH:9].[NH2:1][CH:2]1[CH2:7][CH2:6][CH:5]([NH:8][C:10]2[N:18]=[C:17]3[C:13]([N:14]=[CH:15][N:16]3[CH:19]3[CH2:23][CH2:22][S:21][CH2:20]3)=[C:12]([NH:24][C:25]3[CH:26]=[CH:27][CH:28]=[CH:29][CH:30]=3)[N:11]=2)[CH2:4][CH2:3]1 |f:2.3.4|. Procedure details: The operation is carried out as in Stage 3 of Example 5 starting from 536 mg of trans-1,4-diaminocyclohexane and 156 mg of the product obtained in Stage 1 above, the reaction medium is taken to a temperature of approximately 140 to 145° C. for approximately 4 hours 30 minutes then left to return to ambient temperature. After purification on silica eluting with methanol/ammonium hydroxide (NH4OH) in a proportion of 98/2 salification is carried out with 1.4 N hydrochloric acid in ethanol, followed...